This data is from the Open Reaction Database (ORD), a public repository of structured organic reaction records. The task is: describe an organic reaction: reactants, conditions, products, and yield Reactants: Cl.NO (hydroxylamine hydrochloride), C[O-].[Na+] (sodium methoxide), COC([C@H]([C@@H](C)O)NC(C1=CC(=C(C=C1)F)Br)=O)=O ((2S,3R)-2-(3-bromo-4-fluoro-benzoylamino)-3-hydroxy-butyric acid methyl ester), Cl (HCl). Solvent: CO (MeOH), CO (MeOH). Reaction conditions: temperature 0 celsius, time 10 minute. The product is BrC=1C=C(C(=O)N[C@@H]([C@@H](C)O)C(=O)NO)C=CC1F (3-bromo-4-fluoro-N-{(1S,2R)-2-hydroxy-1-[(hydroxyamino)carbonyl]propyl}benzamide). RXN SMILES: Cl.[NH2:2][OH:3].C[O-].[Na+].C[O:8][C:9](=O)[C@@H:10]([NH:14][C:15](=[O:24])[C:16]1[CH:21]=[CH:20][C:19]([F:22])=[C:18]([Br:23])[CH:17]=1)[C@H:11]([OH:13])[CH3:12].Cl>CO>[Br:23][C:18]1[CH:17]=[C:16]([CH:21]=[CH:20][C:19]=1[F:22])[C:15]([NH:14][C@H:10]([C:9]([NH:2][OH:3])=[O:8])[C@H:11]([OH:13])[CH3:12])=[O:24] |f:0.1,2.3|. Procedure details: To a solution of hydroxylamine hydrochloride (66 mg, 0.95 mmol) in anhydrous MeOH (2.0 mL) at 0° C. under N2 atmosphere was added sodium methoxide (25 wt % in MeOH, 360 mg, 1.67 mmol). A precipitate formed immediately and the cloudy white solution was stirred for 10 minutes at 0° C. A solution of methyl (2S,3R)-2-[(3-bromo-4-fluorophenyl)carbonylamino]-3-hydroxybutanoate (2) (284 mg, 0.850 mmol) in MeOH (2.0 mL) was added and the reaction stirred 2 h at 0° C. and then warmed gradually to room te... As a reaction SMILES: [Cl:1][C:2]1[N:10]=[C:9]2[C:5]([N:6]=[CH:7][N:8]2[CH:11]2[CH2:15][CH2:14][CH2:13][CH2:12]2)=[C:4](Cl)[N:3]=1.[F:17][C:18]1[CH:19]=[C:20]([CH:22]=[CH:23][CH:24]=1)[NH2:21]>C(N(CC)CC)C>[Cl:1][C:2]1[N:10]=[C:9]2[C:5]([N:6]=[CH:7][N:8]2[CH:11]2[CH2:15][CH2:14][CH2:13][CH2:12]2)=[C:4]([NH:21][C:20]2[CH:22]=[CH:23][CH:24]=[C:18]([F:17])[CH:19]=2)[N:3]=1. Starting materials: ClC1=NC(=C2N=CN(C2=N1)C1CCCC1)Cl (2,6-dichloro-9-cyclopentylpurine), FC=1C=C(N)C=CC1 (3-fluoroaniline). Product: ClC1=NC(=C2N=CN(C2=N1)C1CCCC1)NC1=CC(=CC=C1)F (2-Chloro-6-(3-fluorophenylamino)-9-cyclopentylpurine). Reported procedure: 2-Chloro-6-(3-fluorophenylamino)-9-cyclopentylpurine is prepared from 2,6-dichloro-9-cyclopentylpurine, 3-fluoroaniline, and triethylamine essentially as described above in Example 1, Scheme A, step b. The solvent is C(C)N(CC)CC (triethylamine). Reactants: [N+](=O)([O-])C1=CC=C(O1)C1=NN(C=C1N=C=O)C1=CC=CC=C1 ([3-(5-nitro-2-furyl)-1-phenyl-4-pyrazolyl]isocyanate), Cl (hydrochloric acid), [N+](=O)([O-])C1=CC=C(O1)C1(C=NN(C1)C1=CC=CC=C1)C(=O)N=[N+]=[N-] (4-(5-nitro-2-furyl)-1-phenylpyrazole-4-carboxylic acid azide). Solvent: O1CCOCC1 (dioxane). Conditions: time 8 hour. Yields the product Cl.NC=1C(=NN(C1)C1=CC=CC=C1)C=1OC(=CC1)[N+](=O)[O-] (4-amino-3-(5-nitro-2-furyl)-1-phenylpyrazole hydrochloride). Isolated yield 88.0%. RXN SMILES: [N+](C1OC(C2(C(N=[N+]=[N-])=O)CN(C3C=CC=CC=3)N=C2)=CC=1)([O-])=O.[N+:25]([C:28]1[O:32][C:31]([C:33]2[C:37]([N:38]=C=O)=[CH:36][N:35]([C:41]3[CH:46]=[CH:45][CH:44]=[CH:43][CH:42]=3)[N:34]=2)=[CH:30][CH:29]=1)([O-:27])=[O:26].[ClH:47]>O1CCOCC1>[ClH:47].[NH2:38][C:37]1[C:33]([C:31]2[O:32][C:28]([N+:25]([O-:27])=[O:26])=[CH:29][CH:30]=2)=[N:34][N:35]([C:41]2[CH:42]=[CH:43][CH:44]=[CH:45][CH:46]=2)[CH:36]=1 |f:4.5|. Procedure details: To prepare the starting material, heat 1 g of 4-(5-nitro-2-furyl)-1-phenylpyrazole-4-carboxylic acid azide in 15 ml of absolute dioxane for 1 hour at 90° C. After gas formation has finished, add the solution of the produced [3-(5-nitro-2-furyl)-1-phenyl-4-pyrazolyl]isocyanate dropwise to 4 ml of concentrated hydrochloric acid and then stir the resulting admixture overnight at from 40° to 45° C. Cool the thus-prepared material and draw off the formed precipitate to obtain 4-amino-3-(5-nitro-2-fur... Reactants: OC1=CC=C(C(=O)C2=CNC3=CC=CC=C23)C=C1 (3-(p-hydroxybenzoyl)indole), [OH-].[Na+] (sodium hydroxide), ClCCO (2-chloroethanol). Solvent: mixture, C(C)O (ethanol), O (water). Yields the product OCCOC1=CC=C(C(=O)C2=CNC3=CC=CC=C23)C=C1 (3-[p-(2-hydroxyethoxy)benzoyl]indole). RXN SMILES: [OH:1][C:2]1[CH:18]=[CH:17][C:5]([C:6]([C:8]2[C:16]3[C:11](=[CH:12][CH:13]=[CH:14][CH:15]=3)[NH:10][CH:9]=2)=[O:7])=[CH:4][CH:3]=1.[OH-].[Na+].Cl[CH2:22][CH2:23][OH:24]>C(O)C.O>[OH:24][CH2:23][CH2:22][O:1][C:2]1[CH:3]=[CH:4][C:5]([C:6]([C:8]2[C:16]3[C:11](=[CH:12][CH:13]=[CH:14][CH:15]=3)[NH:10][CH:9]=2)=[O:7])=[CH:17][CH:18]=1 |f:1.2|. Procedure: 7 g of 3-(p-hydroxybenzoyl)indole and 1.44 g of sodium hydroxide were dissolved in 200 ml of a mixture of ethanol and water (ethanol:water=1:1). 2.85 g of 2-chloroethanol was added to the solution followed by reflux for 3 hours in oil bath. The solvent was evaporated to dryness and the residue was extracted with water-ethyl acetate. The organic layer obtained was purified by column chromatography on silica gel to give a crude product. It was recrystallized from ethyl acetate to obtain 3-[p-(2-hy... Starting materials: [NH4+].[Cl-] (NH4Cl), [NH4+].[Cl-] (NH4Cl), IC1=NN(C2=CC=CC(=C12)[N+](=O)[O-])CC1=NC(=CC=C1)C (3-iodo-1-((6-methylpyridin-2-yl)methyl)-4-nitro-1H-indazole). The reagents and catalysts are [Zn] (Zinc). The solvent is CO (MeOH), CO (MeOH). Reaction conditions: time 10 minute. The product is CC1=CC=CC(=N1)CN1N=CC=2C(=CC=CC12)N (1-((6-methylpyridin-2-yl)methyl)-1H-indazol-4-amine). Yield: 70.7%. As a reaction SMILES: I[C:2]1[C:10]2[C:5](=[CH:6][CH:7]=[CH:8][C:9]=2[N+:11]([O-])=O)[N:4]([CH2:14][C:15]2[CH:20]=[CH:19][CH:18]=[C:17]([CH3:21])[N:16]=2)[N:3]=1.[NH4+].[Cl-]>CO.[Zn]>[CH3:21][C:17]1[N:16]=[C:15]([CH2:14][N:4]2[C:5]3[CH:6]=[CH:7][CH:8]=[C:9]([NH2:11])[C:10]=3[CH:2]=[N:3]2)[CH:20]=[CH:19][CH:18]=1 |f:1.2|. Procedure details: A solution of 3-iodo-1-((6-methylpyridin-2-yl)methyl)-4-nitro-1H-indazole (1.00 g, 2.54 mmol) in MeOH (25 mL) was cooled to 0° C. Zinc dust (0.829 g, 12.7 mmol) was added and the mixture was stirred for 10 minutes. Saturated aqueous NH4Cl was added (25 mL) and the mixture was stirred vigorously for 2 hours at 0° C., then warmed to ambient temperature and stirred for an additional 2 hours. Additional saturated aqueous NH4Cl was added (12.5 mL) and the mixture was stirred at ambient temperature fo...